Dataset: the Open Reaction Database (ORD), a public repository of structured organic reaction records. Task: describe an organic reaction: reactants, conditions, products, and yield The reactants are CCN(CC)CCOC=1C=CC(=CC1)/C(=C(\C=2C=CC=CC2)/Cl)/C=3C=CC=CC3 (clomifene), CCN(CC)CCOC=1C=CC(=CC1)/C(=C(\C=2C=CC=CC2)/Cl)/C=3C=CC=CC3.C(C(=O)O)C(CC(=O)O)(C(=O)O)O (chloramiphene). The product is C(C)N(CCOC1=CC=C(C=C1)C(=C(C1=CC=CC=C1)Cl)C1=CC=CC=C1)CC (1-[p-(β-diethylaminoethoxy)phenyl]-1,2-diphenylchloroethylene). As a reaction SMILES: [CH3:1][CH2:2][N:3]([CH2:6][CH2:7][O:8][C:9]1[CH:10]=[CH:11][C:12](/[C:15](/[C:24]2[CH:25]=[CH:26][CH:27]=[CH:28][CH:29]=2)=[C:16](/[Cl:23])\[C:17]2[CH:18]=[CH:19][CH:20]=[CH:21][CH:22]=2)=[CH:13][CH:14]=1)[CH2:4][CH3:5].CCN(CCOC1C=CC(/C(/C2C=CC=CC=2)=C(/Cl)\C2C=CC=CC=2)=CC=1)CC.C(C(O)(C(O)=O)CC(O)=O)C(O)=O>>[CH2:4]([N:3]([CH2:2][CH3:1])[CH2:6][CH2:7][O:8][C:9]1[CH:14]=[CH:13][C:12]([C:15]([C:24]2[CH:25]=[CH:26][CH:27]=[CH:28][CH:29]=2)=[C:16]([Cl:23])[C:17]2[CH:22]=[CH:21][CH:20]=[CH:19][CH:18]=2)=[CH:11][CH:10]=1)[CH3:5] |f:1.2|. Reported procedure: clomifene; chloramiphene; C26H28ClNO; mol. wt. 405.98, is as follows: ##STR1##